This data is from the Open Reaction Database (ORD), a public repository of structured organic reaction records. The task is: describe an organic reaction: reactants, conditions, products, and yield The reactants are [Ag], CC#N, O=C1OC(CO)CN1c1cccc(F)c1, O=C(O)C(F)(F)F, [I-], O. Product: O=C1OC(CO)CN1c1ccc(I)c(F)c1. RXN SMILES: [Ag:21].[CH3:18][C:19]#[N:20].[F:1][c:2]1[cH:3][c:4]([N:8]2[C:9](=[O:15])[O:10][CH:11]([CH2:13][OH:14])[CH2:12]2)[cH:5][cH:6][cH:7]1.[F:22][C:23]([F:24])([F:25])[C:26]([OH:27])=[O:28].[I-:16].[OH2:17]>>[F:1][c:2]1[cH:3][c:4]([N:8]2[C:9](=[O:15])[O:10][CH:11]([CH2:13][OH:14])[CH2:12]2)[cH:5][cH:6][c:7]1[I:16]. Reactants: CC(=O)O[BH-](OC(C)=O)OC(C)=O, CC(C)(C)C=O, CC(=O)O, ClCCCl, [Na+], [Na+], O=C([O-])O, O=C(NC(CNCC(Cc1ccccc1)NC(=O)OCc1cncs1)Cc1ccccc1)OCc1cncs1. Product: CC(C)(C)CN(CC(Cc1ccccc1)NC(=O)OCc1cncs1)CC(Cc1ccccc1)NC(=O)OCc1cncs1. As a reaction SMILES: [C:50]([O:51][BH-:52]([O:53][C:54](=[O:55])[CH3:56])[O:57][C:58](=[O:59])[CH3:60])(=[O:61])[CH3:62].[CH3:40][C:41]([CH:42]=[O:43])([CH3:44])[CH3:45].[CH3:46][C:47](=[O:48])[OH:49].[Cl:69][CH2:70][CH2:71][Cl:72].[Na+:63].[Na+:68].[O-:64][C:65]([OH:66])=[O:67].[s:1]1[cH:2][n:3][cH:4][c:5]1[CH2:6][O:7][C:8](=[O:9])[NH:10][CH:11]([CH2:12][NH:13][CH2:14][CH:15]([CH2:16][c:17]1[cH:18][cH:19][cH:20][cH:21][cH:22]1)[NH:23][C:24](=[O:25])[O:26][CH2:27][c:28]1[cH:29][n:30][cH:31][s:32]1)[CH2:33][c:34]1[cH:35][cH:36][cH:37][cH:38][cH:39]1>>[s:1]1[cH:2][n:3][cH:4][c:5]1[CH2:6][O:7][C:8](=[O:9])[NH:10][CH:11]([CH2:12][N:13]([CH2:14][CH:15]([CH2:16][c:17]1[cH:18][cH:19][cH:20][cH:21][cH:22]1)[NH:23][C:24](=[O:25])[O:26][CH2:27][c:28]1[cH:29][n:30][cH:31][s:32]1)[CH2:42][C:41]([CH3:40])([CH3:44])[CH3:45])[CH2:33][c:34]1[cH:35][cH:36][cH:37][cH:38][cH:39]1. Starting materials: CCOC(C)=O, O=C(Cl)Cl, CC1CC(C)(C)Cc2nc(N)sc21. The product is CC1CC(C)(C)Cc2nc(N=C=O)sc21. Reaction SMILES: [CH3:18][CH2:19][O:20][C:21](=[O:22])[CH3:23].[Cl:1][C:2]([Cl:3])=[O:4].[NH2:5][c:6]1[s:7][c:8]2[c:9]([n:10]1)[CH2:11][C:12]([CH3:16])([CH3:17])[CH2:13][CH:14]2[CH3:15]>>[C:2](=[O:4])=[N:5][c:6]1[s:7][c:8]2[c:9]([n:10]1)[CH2:11][C:12]([CH3:16])([CH3:17])[CH2:13][CH:14]2[CH3:15]. Reactants: BrC=1C=NC=C(C1)CO (3-Bromo-5-hydroxymethylpyridine), N1=CC=CC=C1 (pyridine), BrP(C1=CC=CC=C1)(C1=CC=CC=C1)(C1=CC=CC=C1)Br (Dibromotriphenylphosphorane). Solvent: C(C)#N (acetonitrile). Run at temperature 0 celsius. Yields the product BrC=1C=NC=C(C1)CBr (3-Bromo-5-bromomethylpyridine). As a reaction SMILES: [Br:1][C:2]1[CH:3]=[N:4][CH:5]=[C:6]([CH2:8]O)[CH:7]=1.N1C=CC=CC=1.[Br:16]P(Br)(C1C=CC=CC=1)(C1C=CC=CC=1)C1C=CC=CC=1>C(#N)C>[Br:1][C:2]1[CH:3]=[N:4][CH:5]=[C:6]([CH2:8][Br:16])[CH:7]=1. Procedure: 3-Bromo-5-hydroxymethylpyridine (16.1 mmol) [prepared according to the procedure of Ashimori et al, Chem. Pharm. Bull. 1990, 38(9), 2446] and pyridine (32.3 mmol) were dissolved in acetonitrile (32 mL) and cooled to 0° C. Dibromotriphenylphosphorane (20.9 mmol) added, and left reaction mixture to warm to room temperature in stoppered flask for 4 hours. The crude reaction mixture was purified by column chromatography directly on silica gel with diethyl ether:cyclohexane=1:1. 3-Bromo-5-bromomethyl... Starting materials: C1CCOC1, CNC, CC(C(=O)NC(CCCCNC(=O)OCC1c2ccccc2-c2ccccc21)C(=O)N1CCCC1c1cncc(C(=O)c2ccc(F)cc2)c1)N(C)C(=O)OC(C)(C)C. The product is CC(C(=O)NC(CCCCN)C(=O)N1CCCC1c1cncc(C(=O)c2ccc(F)cc2)c1)N(C)C(=O)OC(C)(C)C. As a reaction SMILES: [CH2:63]1[O:64][CH2:65][CH2:66][CH2:67]1.[CH3:60][NH:61][CH3:62].[cH:1]1[c:2]2[c:14]([cH:15][cH:16][cH:59]1)-[c:9]1[c:8]([cH:13][cH:12][cH:11][cH:10]1)[CH:3]2[CH2:4][O:5][C:6](=[O:7])[NH:17][CH2:18][CH2:19][CH2:20][CH2:21][CH:22]([C:23](=[O:24])[N:25]1[CH:26]([c:30]2[cH:31][n:32][cH:33][c:34]([C:36]([c:37]3[cH:38][cH:39][c:40]([F:43])[cH:41][cH:42]3)=[O:44])[cH:35]2)[CH2:27][CH2:28][CH2:29]1)[NH:45][C:46]([CH:47]([CH3:48])[N:49]([CH3:50])[C:51](=[O:52])[O:53][C:54]([CH3:55])([CH3:56])[CH3:57])=[O:58]>>[NH2:17][CH2:18][CH2:19][CH2:20][CH2:21][CH:22]([C:23](=[O:24])[N:25]1[CH:26]([c:30]2[cH:31][n:32][cH:33][c:34]([C:36]([c:37]3[cH:38][cH:39][c:40]([F:43])[cH:41][cH:42]3)=[O:44])[cH:35]2)[CH2:27][CH2:28][CH2:29]1)[NH:45][C:46]([CH:47]([CH3:48])[N:49]([CH3:50])[C:51](=[O:52])[O:53][C:54]([CH3:55])([CH3:56])[CH3:57])=[O:58].